This data is from the Open Reaction Database (ORD), a public repository of structured organic reaction records. The task is: describe an organic reaction: reactants, conditions, products, and yield The reactants are C1(CCCC1)CC(C1=CC=C(C=C1)S(=O)(=O)C)C1=CC=2C(=NC=C(C2)CO)N1 ({2-[2-cyclopentyl-1-(4-methanesulfonyl-phenyl)-ethyl]-1H-pyrrolo[2,3-b]pyridin-5-yl}-methanol), S(=O)(Cl)Cl (thionyl chloride). The solvent is ClCCl (dichloromethane), ClCCl (dichloromethane). Run at time 2 hour. Product: ClCC=1C=C2C(=NC1)NC(=C2)C(CC2CCCC2)C2=CC=C(C=C2)S(=O)(=O)C (5-chloromethyl-2-[2-cyclopentyl-1-(4-methanesulfonyl-phenyl)-ethyl]-1H-pyrrolo[2,3-b]pyridine). The yield is 99.7%. RXN SMILES: [CH:1]1([CH2:6][CH:7]([C:18]2[NH:28][C:21]3=[N:22][CH:23]=[C:24]([CH2:26]O)[CH:25]=[C:20]3[CH:19]=2)[C:8]2[CH:13]=[CH:12][C:11]([S:14]([CH3:17])(=[O:16])=[O:15])=[CH:10][CH:9]=2)[CH2:5][CH2:4][CH2:3][CH2:2]1.S(Cl)([Cl:31])=O>ClCCl>[Cl:31][CH2:26][C:24]1[CH:25]=[C:20]2[CH:19]=[C:18]([CH:7]([C:8]3[CH:13]=[CH:12][C:11]([S:14]([CH3:17])(=[O:16])=[O:15])=[CH:10][CH:9]=3)[CH2:6][CH:1]3[CH2:5][CH2:4][CH2:3][CH2:2]3)[NH:28][C:21]2=[N:22][CH:23]=1. Procedure details: To a stirred solution of {2-[2-cyclopentyl-1-(4-methanesulfonyl-phenyl)-ethyl]-1H-pyrrolo[2,3-b]pyridin-5-yl}-methanol (prepared as in Example 8, 800 mg, 1.92 mmol) in dichloromethane (20 mL) at 0° C. was added a solution of thionyl chloride (0.36 mL, 4.89 mmol) in dichloromethane (2 mL) and the mixture was stirred for 2 h. The resulting mixture was concentrated in vacuo and the residue was extracted with ethyl acetate, washed with a saturated aqueous sodium bicarbonate solution (2×50 mL), brine... The product is N1C=NC2=C1C=CC(=C2)N2C(C(C(C2C2=C(C(=CC(=C2)F)F)F)=O)C(=O)OCC)=O (Ethyl 1-(1H-benzo[d]imidazol-5-yl)-2,4-dioxo-5-(2,3,5-trifluorophenyl)pyrrolidine-3-carboxylate). Reactants: N1C=NC2=C1C=CC(=C2)N(C(=O)CC(=O)OCC)C(C(NCC(C)(C)OC(=O)OC)=O)C2=C(C(=CC(=C2)F)F)F (ethyl 2-[(1H-benzo[d]imidazol-5-yl)[2,3,5-trifluorophenyl({2-[(methoxycarbonyl)oxy]-2-methylpropyl}carbamoyl)methyl]-carbamoyl]acetate), Intermediate 3, CC(C)([O-])C.[K+] (potassium tert.-butoxide). Reported procedure: The compound was synthesized starting from ethyl 2-[(1H-benzo[d]imidazol-5-yl)[2,3,5-trifluorophenyl({2-[(methoxycarbonyl)oxy]-2-methylpropyl}carbamoyl)methyl]-carbamoyl]acetate (which may be prepared in accordance with the procedure described for Intermediate 3; 0.153 g, 0.271 mmol) and potassium tert.-butoxide solution (1M, 0.542 ml, 0.542 mmol) according to the method described in step 2. RXN SMILES: [NH:1]1[C:5]2[CH:6]=[CH:7][C:8]([N:10]([CH:19]([C:32]3[CH:37]=[C:36]([F:38])[CH:35]=[C:34]([F:39])[C:33]=3[F:40])[C:20](=[O:31])NCC(OC(OC)=O)(C)C)[C:11]([CH2:13][C:14]([O:16][CH2:17][CH3:18])=[O:15])=[O:12])=[CH:9][C:4]=2[N:3]=[CH:2]1.CC(C)([O-])C.[K+]>>[NH:1]1[C:5]2[CH:6]=[CH:7][C:8]([N:10]3[CH:19]([C:32]4[CH:37]=[C:36]([F:38])[CH:35]=[C:34]([F:39])[C:33]=4[F:40])[C:20](=[O:31])[CH:13]([C:14]([O:16][CH2:17][CH3:18])=[O:15])[C:11]3=[O:12])=[CH:9][C:4]=2[N:3]=[CH:2]1 |f:1.2|. Starting materials: NC=1C=C(OC2=CC(=NC=C2)C(=O)N)C=CC1 (4-(3-aminophenoxy)pyridine-2-carboxamide), NC1=CC=C(C=C1)O (4-aminophenol), ClC1=CC(=NC=C1)C (4-chloro-2-methylpyridine). The product is CC1=NC=CC(=C1)OC1=CC=C(C=C1)N ({4-[(2-Methylpyridin-4-yl)oxy)phenyl}amine). RXN SMILES: N[C:2]1[CH:3]=[C:4]([CH:15]=[CH:16][CH:17]=1)[O:5][C:6]1[CH:11]=[CH:10][N:9]=[C:8]([C:12](N)=O)[CH:7]=1.[NH2:18]C1C=CC(O)=CC=1.ClC1C=CN=C(C)C=1>>[CH3:12][C:8]1[CH:7]=[C:6]([O:5][C:4]2[CH:3]=[CH:2][C:17]([NH2:18])=[CH:16][CH:15]=2)[CH:11]=[CH:10][N:9]=1. Reported procedure: {4-[(2-Methylpyridin-4-yl)oxy)phenyl}amine (2B) was prepared by a method analogous to that described for 4-(3-aminophenoxy)pyridine-2-carboxamide (2C), starting from 4-aminophenol and 4-chloro-2-methylpyridine, MS ES: 201 (M+H)+, calcd 201, RT=1.01 min. Procedure: To a stirred and ice-cooled mixture of 5a (2.06 g, 8.71 mmol) in dichloromethane (19 mL) and saturated sodium bicarbonate solution (28 mL) was added m-chloroperbenzoic acid (85% 4 24 g 20.9 mmol) portionwise. The mixture was stirred in an ice bath for 50 min. An excess amount of peracid was decomposed with sodium thiosulfate solution in the presence of a small amount of potassium iodide. The organic layer was separated, and the aqueous layer was extracted with ethyl acetate. The combined organic... Solvent: ClCCl (dichloromethane), C([O-])(O)=O.[Na+] (sodium bicarbonate). Yields the product C1(=CC=CC=C1)S(=O)(=O)C[C@@H](C)C1(CCCC1)O ((S)-1-(1-Benzenesulfonyl-2-propyl) -1-cyclopentanol). Reactants: S(=S)(=O)([O-])[O-].[Na+].[Na+] (sodium thiosulfate), [I-].[K+] (potassium iodide), ClC1=CC(=CC=C1)C(=O)OO (m-chloroperbenzoic acid), C1(=CC=CC=C1)SCC(C)C1(CCCC1)O (1-(1-Benzenesulfenyl-2-propyl)-1-cyclopentanol), peracid. RXN SMILES: C1(S[CH2:8][CH:9]([C:11]2([OH:16])[CH2:15][CH2:14][CH2:13][CH2:12]2)[CH3:10])C=CC=CC=1.Cl[C:18]1[CH:23]=[CH:22][CH:21]=[C:20](C(OO)=O)[CH:19]=1.[S:28]([O-:32])([O-])(=[O:30])=S.[Na+].[Na+].[I-].[K+]>ClCCl.C(=O)(O)[O-].[Na+]>[C:18]1([S:28]([CH2:8][C@H:9]([C:11]2([OH:16])[CH2:15][CH2:14][CH2:13][CH2:12]2)[CH3:10])(=[O:32])=[O:30])[CH:19]=[CH:20][CH:21]=[CH:22][CH:23]=1 |f:2.3.4,5.6,8.9|. The reactants are COCCOC, CO, [Na+], [Na+], O=C([O-])[O-], O, O=C(O)c1ccc(B(O)O)s1, O=C(NCc1ccco1)c1ccc2cncc(Br)c2n1. Yields the product O=C(NCc1ccco1)c1ccc2cncc(-c3ccc(C(=O)O)s3)c2n1. As a reaction SMILES: [CH3:38][O:39][CH2:40][CH2:41][O:42][CH3:43].[CH3:44][OH:45].[Na+:32].[Na+:33].[O-:34][C:35](=[O:36])[O-:37].[OH2:46].[OH:21][B:22]([c:23]1[cH:24][cH:25][c:26]([C:28](=[O:29])[OH:30])[s:27]1)[OH:31].[o:1]1[c:2]([CH2:6][NH:7][C:8](=[O:9])[c:10]2[n:11][c:12]3[c:13]([Br:20])[cH:14][n:15][cH:16][c:17]3[cH:18][cH:19]2)[cH:3][cH:4][cH:5]1>>[o:1]1[c:2]([CH2:6][NH:7][C:8](=[O:9])[c:10]2[n:11][c:12]3[c:13](-[c:23]4[cH:24][cH:25][c:26]([C:28](=[O:29])[OH:30])[s:27]4)[cH:14][n:15][cH:16][c:17]3[cH:18][cH:19]2)[cH:3][cH:4][cH:5]1.